Dataset: the Open Reaction Database (ORD), a public repository of structured organic reaction records. Task: describe an organic reaction: reactants, conditions, products, and yield Starting materials: NC1=CC=C2C(=CNC2=C1C)C#N (6-amino-3-cyano-7-methylindole), C1=CC=NC(=C1)OC(=S)OC2=CC=CC=N2 (di-2-pyridyl thionocarbonate). The reagents and catalysts are CN(C1=CC=NC=C1)C (4-dimethylaminopyridine). The solvent is C(Cl)Cl (methylene chloride). Reaction conditions: time 1 hour. The product is C(#N)C1=CNC2=C(C(=CC=C12)N=C=S)C (3-cyano-6-isothiocyanato-7-methylindole). Isolated yield 79.8%. Reaction SMILES: [NH2:1][C:2]1[C:10]([CH3:11])=[C:9]2[C:5]([C:6]([C:12]#[N:13])=[CH:7][NH:8]2)=[CH:4][CH:3]=1.C1C=C(O[C:21](OC2N=CC=CC=2)=[S:22])N=CC=1>C(Cl)Cl.CN(C)C1C=CN=CC=1>[C:12]([C:6]1[C:5]2[C:9](=[C:10]([CH3:11])[C:2]([N:1]=[C:21]=[S:22])=[CH:3][CH:4]=2)[NH:8][CH:7]=1)#[N:13]. Procedure details: To a solution of 6-amino-3-cyano-7-methylindole (0.155 g, 0.905 mmol) in methylene chloride (10 mL) is added di-2-pyridyl thionocarbonate (0.210 g, 0.905 mmol) followed by 4-dimethylaminopyridine (0.010 g, 0.0905 mmol). The resulting solution is stirred at room temperature for one hour followed by removal of the methylene chloride by rotary evaporation. The crude material is purified via silica gel column chromatography using 20% ethyl acetate/hexane as the eluting solvent. The product containin... Product: CCS(=O)(=O)c1ccc(C(O)c2cc(C(F)(F)F)ccc2O)cc1. Reaction SMILES: [CH2:1]([c:2]1[cH:3][cH:4][cH:5][cH:6][cH:7]1)[O:8][c:9]1[c:10]([CH:19]([OH:20])[c:21]2[cH:22][cH:23][c:24]([S:27](=[O:28])(=[O:29])[CH2:30][CH3:31])[cH:25][cH:26]2)[cH:11][c:12]([C:15]([F:16])([F:17])[F:18])[cH:13][cH:14]1.[CH3:32][CH2:33][OH:34]>>[OH:8][c:9]1[c:10]([CH:19]([OH:20])[c:21]2[cH:22][cH:23][c:24]([S:27](=[O:28])(=[O:29])[CH2:30][CH3:31])[cH:25][cH:26]2)[cH:11][c:12]([C:15]([F:16])([F:17])[F:18])[cH:13][cH:14]1. The reactants are CCS(=O)(=O)c1ccc(C(O)c2cc(C(F)(F)F)ccc2OCc2ccccc2)cc1, CCO. The reactants are Cl.O1CCOCC1 (HCl dioxane), ClCC(=O)C=1C=C2CC(NC2=CC1F)=O (5-(2-Chloroacetyl)-6-fluoroindolin-2-one), N1=CC=CC=C1 (pyridine), C([O-])([O-])=O.[K+].[K+] (potassium carbonate). Run at time 5 hour. Product: FC1=C(C=C2CC(NC2=C1)=O)C(=O)OC (Methyl 6-fluoro-2-oxoindoline-5-carboxylate). As a reaction SMILES: ClCC([C:5]1[CH:6]=[C:7]2[C:11](=[CH:12][C:13]=1[F:14])[NH:10][C:9](=[O:15])[CH2:8]2)=O.N1C=CC=C[CH:17]=1.[C:22](=[O:25])([O-])[O-:23].[K+].[K+].Cl.O1CCOCC1>>[F:14][C:13]1[CH:12]=[C:11]2[C:7]([CH2:8][C:9](=[O:15])[NH:10]2)=[CH:6][C:5]=1[C:22]([O:23][CH3:17])=[O:25] |f:2.3.4,5.6|. Procedure: A solution of the compound obtained in Step A (3.24 mmoles) in pyridine (99 mmol) is stirred at 90° C. for 2 hours. The reaction mixture is cooled to ambient temperature and then filtered. The solid obtained is washed with ethanol and dried in vacuo at 50° C. The compound is dissolved in MeOH (80 mL), and 0.434 mmol of potassium carbonate is added. The mixture is stirred at 80° C. for 5 hours. After cooling to ambient temperature, 4M HCl/dioxane solution is added (pH 3) and the mixture is evapor...